Dataset: the Open Reaction Database (ORD), a public repository of structured organic reaction records. Task: describe an organic reaction: reactants, conditions, products, and yield Starting materials: Cc1ccnc2c1C(=O)CC(c1cc(Br)sc1Br)C2, CCO, Cl, Cl, N=C(N)NN. The product is Cc1ccnc2c1C(=NNC(=N)N)CC(c1cc(Br)sc1Br)C2, Cl. As a reaction SMILES: [Br:1][c:2]1[s:3][c:4]([Br:19])[cH:5][c:6]1[CH:7]1[CH2:8][C:9](=[O:18])[c:10]2[c:11]([CH3:17])[cH:12][cH:13][n:14][c:15]2[CH2:16]1.[CH3:27][CH2:28][OH:29].[ClH:20].[ClH:26].[NH2:21][NH:22][C:23](=[NH:24])[NH2:25]>>[Br:1][c:2]1[s:3][c:4]([Br:19])[cH:5][c:6]1[CH:7]1[CH2:8][C:9](=[N:21][NH:22][C:23](=[NH:24])[NH2:25])[c:10]2[c:11]([CH3:17])[cH:12][cH:13][n:14][c:15]2[CH2:16]1.[ClH:20].